Dataset: the Open Reaction Database (ORD), a public repository of structured organic reaction records. Task: describe an organic reaction: reactants, conditions, products, and yield Starting materials: NC=1C(=C(C(=C(C(=O)NCC(CO)O)C1I)I)C(=O)NCC(CO)O)I (5-amino-N,N'-bis(2,3-dihydroxypropyl)-2,4,6-triiodoisopthalamide), ClCC(=O)Cl (chloroacetyl chloride). The solvent is CN(C(C)=O)C (N,N-dimethylacetamide). Product: ClCC(=O)OC(CNC(C1=C(C(C(=O)NCC(COC(CCl)=O)OC(CCl)=O)=C(C(=C1I)NC(CCl)=O)I)I)=O)COC(CCl)=O (N,N'-bis[2,3-di(2-chloroacetoxy)propyl]-5-(2-chloroacetamido)-2,4,6-triiodoisophthalamide). Reaction SMILES: [NH2:1][C:2]1[C:3]([I:26])=[C:4]([C:18]([NH:20][CH2:21][CH:22]([OH:25])[CH2:23][OH:24])=[O:19])[C:5]([I:17])=[C:6]([C:15]=1[I:16])[C:7]([NH:9][CH2:10][CH:11]([OH:14])[CH2:12][OH:13])=[O:8].[Cl:27][CH2:28][C:29](Cl)=[O:30]>CN(C)C(=O)C>[Cl:27][CH2:28][C:29]([O:25][CH:22]([CH2:23][O:24][C:29](=[O:30])[CH2:28][Cl:27])[CH2:21][NH:20][C:18](=[O:19])[C:4]1[C:3]([I:26])=[C:2]([NH:1][C:29](=[O:30])[CH2:28][Cl:27])[C:15]([I:16])=[C:6]([C:7]([NH:9][CH2:10][CH:11]([O:14][C:29](=[O:30])[CH2:28][Cl:27])[CH2:12][O:13][C:29](=[O:30])[CH2:28][Cl:27])=[O:8])[C:5]=1[I:17])=[O:30]. Reported procedure: reacting 5-amino-N,N'-bis(2,3-dihydroxypropyl)-2,4,6-triiodoisopthalamide with chloroacetyl chloride in N,N-dimethylacetamide to produce N,N'-bis[2,3-di(2-chloroacetoxy)propyl]-5-(2-chloroacetamido)-2,4,6-triiodoisophthalamide; Starting materials: CN(C)C=O, [Na+], [Na+], O=C([O-])[O-], CCOC(=O)CNC(=O)c1c(O)c2cc(I)ccc2n(C)c1=O, OB(O)c1ccccc1, [Pd], c1ccc(P(c2ccccc2)c2ccccc2)cc1, c1ccc(P(c2ccccc2)c2ccccc2)cc1, c1ccc(P(c2ccccc2)c2ccccc2)cc1, c1ccc(P(c2ccccc2)c2ccccc2)cc1. Product: CCOC(=O)CNC(=O)c1c(O)c2cc(-c3ccccc3)ccc2n(C)c1=O. As a reaction SMILES: [CH3:116][N:117]([CH3:118])[CH:119]=[O:120].[Na+:33].[Na+:34].[O-:35][C:36](=[O:37])[O-:38].[OH:1][c:2]1[c:3]([C:15](=[O:16])[NH:17][CH2:18][C:19](=[O:20])[O:21][CH2:22][CH3:23])[c:4](=[O:14])[n:5]([CH3:13])[c:6]2[cH:7][cH:8][c:9]([I:12])[cH:10][c:11]12.[OH:24][B:25]([OH:26])[c:27]1[cH:28][cH:29][cH:30][cH:31][cH:32]1.[Pd:39].[c:40]1([P:41]([c:42]2[cH:43][cH:44][cH:45][cH:46][cH:47]2)[c:48]2[cH:49][cH:50][cH:51][cH:52][cH:53]2)[cH:54][cH:55][cH:56][cH:57][cH:58]1.[c:59]1([P:60]([c:61]2[cH:62][cH:63][cH:64][cH:65][cH:66]2)[c:67]2[cH:68][cH:69][cH:70][cH:71][cH:72]2)[cH:73][cH:74][cH:75][cH:76][cH:77]1.[c:78]1([P:79]([c:80]2[cH:81][cH:82][cH:83][cH:84][cH:85]2)[c:86]2[cH:87][cH:88][cH:89][cH:90][cH:91]2)[cH:92][cH:93][cH:94][cH:95][cH:96]1.[c:97]1([P:98]([c:99]2[cH:100][cH:101][cH:102][cH:103][cH:104]2)[c:105]2[cH:106][cH:107][cH:108][cH:109][cH:110]2)[cH:111][cH:112][cH:113][cH:114][cH:115]1>>[OH:1][c:2]1[c:3]([C:15](=[O:16])[NH:17][CH2:18][C:19](=[O:20])[O:21][CH2:22][CH3:23])[c:4](=[O:14])[n:5]([CH3:13])[c:6]2[cH:7][cH:8][c:9](-[c:27]3[cH:28][cH:29][cH:30][cH:31][cH:32]3)[cH:10][c:11]12. Procedure: To a solution of poly(p-hydroxystyrene) (4.0 g) obtained in Synthesis Example 3, (2) and ethyl vinyl ether (1.5 g) in acetone, a catalytic amount of pyridinium p-toluenesulfonate was added, and reacted with stirring at room temperature for 12 hours. The reaction mixture was poured into H2O (1 liter) and was precipitated. The precipitate was filtered, washed with H2O and dried under reduced pressure to give 3.9 g of the desired product as a white powder having Mw 10000 (GPC with polystyrene calib... The reactants are C(C)OC(C)OC1=CC=C(C=C)C=C1 (p-(1-ethoxyethoxy)styrene). As a reaction SMILES: [CH2:1]([O:3][CH:4]([O:6][C:7]1[CH:14]=[CH:13][C:10]([CH:11]=[CH2:12])=[CH:9][CH:8]=1)[CH3:5])[CH3:2]>CC(C)=O>[CH:12]#[C:11][C:10]1[CH:13]=[CH:14][C:7]([OH:6])=[CH:8][CH:9]=1.[CH:1]([O:3][CH2:4][CH3:5])=[CH2:2]. The product is C#CC1=CC=C(C=C1)O (poly(p-hydroxystyrene)), C(=C)OCC (ethyl vinyl ether). Run in CC(=O)C (acetone). The product is C(CCC)N(C(=O)C=1N=C(NC1)C1=C(C=C(C(=O)OC)C=C1)C(=O)N1CC2=CC=CC=C2CC1)CCCC (Methyl 4-(4-(dibutylcarbamoyl)-1H-imidazol-2-yl)-3-(1,2,3,4-tetrahydroisoquinoline-2-carbonyl)benzoate). The reactants are C(CCC)N(C(=O)C=1N=C(N(C1)COCC[Si](C)(C)C)C1=C(C=C(C(=O)OC)C=C1)C(=O)N1CC2=CC=CC=C2CC1)CCCC (methyl 4-(4-(dibutylcarbamoyl)-1-((2-(trimethylsilyl)ethoxy)methyl)-1H-imidazol-2-yl)-3-(1,2,3,4-tetrahydroisoquinoline-2-carbonyl)benzoate), FC(C(=O)O)(F)F (trifluoroacetic acid). The yield is 89.9%. Procedure details: To a solution methyl 4-(4-(dibutylcarbamoyl)-1-((2-(trimethylsilyl)ethoxy)methyl)-1H-imidazol-2-yl)-3-(1,2,3,4-tetrahydroisoquinoline-2-carbonyl)benzoate (180 mg, 0.28 mmol) in DCM (4 mL) was added trifluoroacetic acid (4 mL) at 0° C. The reaction mixture was allowed to warm to room temperature and stirring was continued for 4 h. The reaction mixture was concentrated in vacuo. The resulting residue was dissolved in DCM and washed with sat. NaHCO3 solution. The organic layer was dried over Na2SO4... Run in C(Cl)Cl (DCM). RXN SMILES: [CH2:1]([N:5]([CH2:43][CH2:44][CH2:45][CH3:46])[C:6]([C:8]1[N:9]=[C:10]([C:21]2[CH:30]=[CH:29][C:24]([C:25]([O:27][CH3:28])=[O:26])=[CH:23][C:22]=2[C:31]([N:33]2[CH2:42][CH2:41][C:40]3[C:35](=[CH:36][CH:37]=[CH:38][CH:39]=3)[CH2:34]2)=[O:32])[N:11](COCC[Si](C)(C)C)[CH:12]=1)=[O:7])[CH2:2][CH2:3][CH3:4].FC(F)(F)C(O)=O>C(Cl)Cl>[CH2:43]([N:5]([CH2:1][CH2:2][CH2:3][CH3:4])[C:6]([C:8]1[N:9]=[C:10]([C:21]2[CH:30]=[CH:29][C:24]([C:25]([O:27][CH3:28])=[O:26])=[CH:23][C:22]=2[C:31]([N:33]2[CH2:42][CH2:41][C:40]3[C:35](=[CH:36][CH:37]=[CH:38][CH:39]=3)[CH2:34]2)=[O:32])[NH:11][CH:12]=1)=[O:7])[CH2:44][CH2:45][CH3:46]. Reaction conditions: time 4 hour. Starting materials: [N+](=O)([O-])C1=C(C(=O)C2=C(C3=C(S2)C=CC=C3)O)C=CC=C1 (2-(2-nitrobenzoyl)-benzo[b]-thiophen-3-ol), P(Cl)(Cl)(Cl)(Cl)Cl (phosphorus(V) chloride), N (ammonia). The solvent is C(C)(=O)OCC (ethyl acetate). Product: N\C(=C\1/C(C2=C(S1)C=CC=C2)=O)\C2=C(C=CC=C2)[N+](=O)[O-] ((E)-2-[(Amino)-(2-nitrophenyl)methylene]-benzo[b]thiophen-3(2H)-one). Yield: 21.0%. RXN SMILES: [N+:1]([C:4]1[CH:21]=[CH:20][CH:19]=[CH:18][C:5]=1[C:6]([C:8]1[S:12][C:11]2[CH:13]=[CH:14][CH:15]=[CH:16][C:10]=2[C:9]=1[OH:17])=O)([O-:3])=[O:2].P(Cl)(Cl)(Cl)(Cl)Cl.[NH3:28]>C(OCC)(=O)C>[NH2:28]/[C:6](/[C:5]1[CH:18]=[CH:19][CH:20]=[CH:21][C:4]=1[N+:1]([O-:3])=[O:2])=[C:8]1\[C:9](=[O:17])[C:10]2[CH:16]=[CH:15][CH:14]=[CH:13][C:11]=2[S:12]\1. Procedure: Prepared as in Example 1 from 2-(2-nitrobenzoyl)-benzo[b]-thiophen-3-ol, phosphorus(V) chloride and concentrated aqueous ammonia with a yield of 21% of theory. M.p. 185°-186° C. (ethyl acetate). Starting materials: COc1cc(C)c(Br)cn1, COc1ccc(B(O)O)cc1. Product: COc1ccc(-c2cnc(OC)cc2C)cc1. Reaction SMILES: [Br:1][c:2]1[c:3]([CH3:10])[cH:4][c:5]([O:8][CH3:9])[n:6][cH:7]1.[CH3:11][O:12][c:13]1[cH:14][cH:15][c:16]([B:19]([OH:20])[OH:21])[cH:17][cH:18]1>>[c:2]1(-[c:16]2[cH:15][cH:14][c:13]([O:12][CH3:11])[cH:18][cH:17]2)[c:3]([CH3:10])[cH:4][c:5]([O:8][CH3:9])[n:6][cH:7]1.